This data is from the Open Reaction Database (ORD), a public repository of structured organic reaction records. The task is: describe an organic reaction: reactants, conditions, products, and yield The reactants are CS(C)=O, CC(C)(C)[O-], CS(=O)(=O)c1ccc(S(C)(=O)=O)nc1, [K+], O, O=C(c1ccccc1)c1ccc(O)cc1. The product is CS(=O)(=O)c1ccc(Oc2ccc(C(=O)c3ccccc3)cc2)nc1. Reaction SMILES: [CH3:16][S:17]([CH3:18])=[O:19].[CH3:20][C:21]([CH3:22])([O-:23])[CH3:24].[CH3:26][S:27](=[O:28])(=[O:29])[c:30]1[n:31][cH:32][c:33]([S:36](=[O:37])(=[O:38])[CH3:39])[cH:34][cH:35]1.[K+:25].[OH2:40].[OH:1][c:2]1[cH:3][cH:4][c:5]([C:8]([c:9]2[cH:10][cH:11][cH:12][cH:13][cH:14]2)=[O:15])[cH:6][cH:7]1>>[O:1]([c:2]1[cH:3][cH:4][c:5]([C:8]([c:9]2[cH:10][cH:11][cH:12][cH:13][cH:14]2)=[O:15])[cH:6][cH:7]1)[c:30]1[n:31][cH:32][c:33]([S:36](=[O:37])(=[O:38])[CH3:39])[cH:34][cH:35]1. The reactants are BrB(Br)Br, ClCCl, COc1ccc(Sc2ccc(CCNC(=O)C(F)(F)F)cc2)cc1. The product is O=C(NCCc1ccc(Sc2ccc(O)cc2)cc1)C(F)(F)F. Reaction SMILES: [B:25]([Br:26])([Br:27])[Br:28].[Cl:29][CH2:30][Cl:31].[F:1][C:2]([C:3](=[O:4])[NH:5][CH2:6][CH2:7][c:8]1[cH:9][cH:10][c:11]([S:14][c:15]2[cH:16][cH:17][c:18]([O:21][CH3:22])[cH:19][cH:20]2)[cH:12][cH:13]1)([F:23])[F:24]>>[F:1][C:2]([C:3](=[O:4])[NH:5][CH2:6][CH2:7][c:8]1[cH:9][cH:10][c:11]([S:14][c:15]2[cH:16][cH:17][c:18]([OH:21])[cH:19][cH:20]2)[cH:12][cH:13]1)([F:23])[F:24]. Reactants: BrC1=C(C=NN1C)C=1N=C(N2N=CN=C(C21)NC)C (5-(5-Bromo-1-methyl-1H-pyrazol-4-yl)-N,7-dimethylimidazo[5,1-f][1,2,4]triazin-4-amine), FC(C1=CC=C(C=C1)B(O)O)(F)F ([4-(trifluoromethyl)phenyl]boronic acid), P(=O)([O-])([O-])[O-].[K+].[K+].[K+] (potassium phosphate). The reagents and catalysts are C=1C=CC(=CC1)[P](C=2C=CC=CC2)(C=3C=CC=CC3)[Pd]([P](C=4C=CC=CC4)(C=5C=CC=CC5)C=6C=CC=CC6)([P](C=7C=CC=CC7)(C=8C=CC=CC8)C=9C=CC=CC9)[P](C=1C=CC=CC1)(C=1C=CC=CC1)C=1C=CC=CC1 (tetrakis(triphenylphosphine)palladium(0)). Solvent: C(C)O (ethanol), O (water). Run at temperature 70 celsius, time 16 hour. Product: CNC1=NC=NN2C1=C(N=C2C)C=2C=NN(C2C2=CC=C(C=C2)C(F)(F)F)C (N,7-dimethyl-5-{1-methyl-5-[4-(trifluoromethyl)phenyl]-1H-pyrazol-4-yl}imidazo[5,1-f][1,2,4]triazin-4-amine). Reaction SMILES: Br[C:2]1[N:6]([CH3:7])[N:5]=[CH:4][C:3]=1[C:8]1[N:9]=[C:10]([CH3:19])[N:11]2[C:16]=1[C:15]([NH:17][CH3:18])=[N:14][CH:13]=[N:12]2.[F:20][C:21]([F:32])([F:31])[C:22]1[CH:27]=[CH:26][C:25](B(O)O)=[CH:24][CH:23]=1.P([O-])([O-])([O-])=O.[K+].[K+].[K+]>C(O)C.O.C1C=CC([P]([Pd]([P](C2C=CC=CC=2)(C2C=CC=CC=2)C2C=CC=CC=2)([P](C2C=CC=CC=2)(C2C=CC=CC=2)C2C=CC=CC=2)[P](C2C=CC=CC=2)(C2C=CC=CC=2)C2C=CC=CC=2)(C2C=CC=CC=2)C2C=CC=CC=2)=CC=1>[CH3:18][NH:17][C:15]1[C:16]2=[C:8]([C:3]3[CH:4]=[N:5][N:6]([CH3:7])[C:2]=3[C:25]3[CH:26]=[CH:27][C:22]([C:21]([F:32])([F:31])[F:20])=[CH:23][CH:24]=3)[N:9]=[C:10]([CH3:19])[N:11]2[N:12]=[CH:13][N:14]=1 |f:2.3.4.5,^1:48,50,69,88|. Reported procedure: 5-(5-Bromo-1-methyl-1H-pyrazol-4-yl)-N,7-dimethylimidazo[5,1-f][1,2,4]triazin-4-amine (13.26 g, 41.16 mmol) and [4-(trifluoromethyl)phenyl]boronic acid (98%, 9.72 g, 50.2 mmol) were combined in ethanol (126 mL), and the resulting slurry was treated with a solution of potassium phosphate (98%, 11.13 g, 51.39 mmol) in water (42 mL) and warmed to 70° C. over 40 minutes while a vigorous nitrogen flow was applied through a bubbler. After addition of tetrakis(triphenylphosphine)palladium(0) (482 mg, 0... Starting materials: C(C)(C)C1(N=C(NC1=S)C1=C(C(=O)OC)C=CC=C1)C (methyl o-(4-isopropyl-4-methyl-5-thioxo-2-imidazolin-2-yl)-benzoate), Cl (HCl). Run in CCOCC (ether). Conditions: time 2 hour. The product is Cl.C(C)(C)C1(N=C(NC1=S)C1=C(C(=O)OC)C=CC=C1)C (methyl o-(4-isopropyl-4-methyl-5-thioxo-2-imidazolin-2-yl)benzoate hydrochloride). RXN SMILES: [CH:1]([C:4]1([CH3:20])[C:8](=[S:9])[NH:7][C:6]([C:10]2[CH:19]=[CH:18][CH:17]=[CH:16][C:11]=2[C:12]([O:14][CH3:15])=[O:13])=[N:5]1)([CH3:3])[CH3:2].[ClH:21]>CCOCC>[ClH:21].[CH:1]([C:4]1([CH3:20])[C:8](=[S:9])[NH:7][C:6]([C:10]2[CH:19]=[CH:18][CH:17]=[CH:16][C:11]=2[C:12]([O:14][CH3:15])=[O:13])=[N:5]1)([CH3:3])[CH3:2] |f:3.4|. Procedure details: To a stirred solution containing 3 g methyl o-(4-isopropyl-4-methyl-5-thioxo-2-imidazolin-2-yl)-benzoate in 120 mL ether is added 0.867 mL concentrated HCl. After two hours, the precipitate was removed by filtration and dried under vacuum at 50° C. overnight. This material is analytically pure and has mp 195°-198° C. (dec).